Dataset: the Open Reaction Database (ORD), a public repository of structured organic reaction records. Task: describe an organic reaction: reactants, conditions, products, and yield RXN SMILES: [CH2:1]([C:7]1[CH:8]=[C:9]([C:13]2[N:17]([CH3:18])[C:16]([C:19]([N:21]3[CH2:26][CH2:25][CH:24]([N:27]4[CH2:31][CH2:30][CH2:29][CH2:28]4)[CH2:23][CH2:22]3)=[O:20])=[C:15](I)[N:14]=2)[CH:10]=[CH:11][CH:12]=1)[CH2:2][CH2:3][CH2:4][CH2:5][CH3:6].[Cl:33][C:34]1[CH:39]=[C:38](B(O)O)[CH:37]=[CH:36][N:35]=1>>[Cl:33][C:34]1[CH:39]=[C:38]([C:15]2[N:14]=[C:13]([C:9]3[CH:10]=[CH:11][CH:12]=[C:7]([CH2:1][CH2:2][CH2:3][CH2:4][CH2:5][CH3:6])[CH:8]=3)[N:17]([CH3:18])[C:16]=2[C:19]([N:21]2[CH2:26][CH2:25][CH:24]([N:27]3[CH2:31][CH2:30][CH2:29][CH2:28]3)[CH2:23][CH2:22]2)=[O:20])[CH:37]=[CH:36][N:35]=1. The reactants are C(CCCCC)C=1C=C(C=CC1)C1=NC(=C(N1C)C(=O)N1CCC(CC1)N1CCCC1)I ([2-(3-Hexyl-phenyl)-5-iodo-3-methyl-3H-imidazol-4-yl]-(4-pyrrolidin-1-yl-piperidin-1-yl)-methanone), ClC1=NC=CC(=C1)B(O)O (2-chloro-pyridin-4-yl-boronic acid). Procedure: In analogy to the procedure described for example 7, [2-(3-hexyl-phenyl)-5-iodo-3-methyl-3H-imidazol-4-yl]-(4-pyrrolidin-1-yl-piperidin-1-yl)-methanone (example 2) was reacted with 2-chloro-pyridin-4-yl-boronic acid to give the title compound as light yellow gum. MS: 534.3 (MH+, 1Cl). Product: ClC1=NC=CC(=C1)C1=C(N(C(=N1)C1=CC(=CC=C1)CCCCCC)C)C(=O)N1CCC(CC1)N1CCCC1 ([5-(2-Chloro-pyridin-4-yl)-2-(3-hexyl-phenyl)-3-methyl-3H-imidazol-4-yl]-(4-pyrrolidin-1-yl-piperidin-1-yl)-methanone). Starting materials: ClC=1C=NC=CC1 (3-chloropyridine), C(C1=CC=CC=C1)C#N (benzyl cyanide), CC(C)([O-])C.[K+] (potassium t-butoxide). Run in CN(C)C=O (DMF). Yields the product C1(=CC=CC=C1)C(C#N)C=1C=NC=CC1 (2-Phenyl-2-(pyrid-3-yl)-acetonitrile). As a reaction SMILES: Cl[C:2]1[CH:3]=[N:4][CH:5]=[CH:6][CH:7]=1.[CH2:8]([C:15]#[N:16])[C:9]1[CH:14]=[CH:13][CH:12]=[CH:11][CH:10]=1.CC(C)([O-])C.[K+]>CN(C=O)C>[C:9]1([CH:8]([C:2]2[CH:3]=[N:4][CH:5]=[CH:6][CH:7]=2)[C:15]#[N:16])[CH:14]=[CH:13][CH:12]=[CH:11][CH:10]=1 |f:2.3|. Procedure: The compound was prepared substantially in accordance with the procedure in Example 12A, using 3-chloropyridine (9.5 ml, 100 mmol), benzyl cyanide (11.6 ml, 100 mmol) and potassium t-butoxide (22.4 g, 200 mmol) in 200 ml of DMF. The reactants are N#Cc1ccc2nc(O)c(O)nc2c1, O=[N+]([O-])O. Yields the product N#Cc1cc2nc(O)c(O)nc2cc1[N+](=O)[O-]. Reaction SMILES: [C:1](#[N:2])[c:3]1[cH:4][c:5]2[n:6][c:7]([OH:14])[c:8]([OH:13])[n:9][c:10]2[cH:11][cH:12]1.[OH:15][N+:16]([O-:17])=[O:18]>>[C:1](#[N:2])[c:3]1[cH:4][c:5]2[n:6][c:7]([OH:14])[c:8]([OH:13])[n:9][c:10]2[cH:11][c:12]1[N+:16](=[O:15])[O-:17]. Reactants: [OH-].[Li+] (lithium hydroxide), COC(=O)C=1SC(=CC1N(CC=1OC(=CC1)C1=CC(=CC=C1)C(F)(F)F)C(C1=C(C=C(C=C1)Cl)Cl)=O)C1=CC=CC=C1 (3-{(2,4-Dichloro-benzoyl)-[5-(3-trifluoromethyl-phenyl)-furan-2-ylmethyl]-amino}-5-phenyl-thiophene-2-carboxylic acid methyl ester), Cl (HCl). Run in O (water), C1CCOC1 (THF). Run at time 5 hour. Yields the product ClC1=C(C(=O)N(C2=C(SC(=C2)C2=CC=CC=C2)C(=O)O)CC=2OC(=CC2)C2=CC(=CC=C2)C(F)(F)F)C=CC(=C1)Cl (3-{(2,4-Dichloro-benzoyl)-[5-(3-trifluoromethyl-phenyl)-furan-2-ylmethyl]-amino}-5-phenyl-thiophene-2-carboxylic acid). Yield: 76.0%. Reaction SMILES: C[O:2][C:3]([C:5]1[S:6][C:7]([C:37]2[CH:42]=[CH:41][CH:40]=[CH:39][CH:38]=2)=[CH:8][C:9]=1[N:10]([C:27](=[O:36])[C:28]1[CH:33]=[CH:32][C:31]([Cl:34])=[CH:30][C:29]=1[Cl:35])[CH2:11][C:12]1[O:13][C:14]([C:17]2[CH:22]=[CH:21][CH:20]=[C:19]([C:23]([F:26])([F:25])[F:24])[CH:18]=2)=[CH:15][CH:16]=1)=[O:4].[OH-].[Li+].Cl>C1COCC1.O>[Cl:35][C:29]1[CH:30]=[C:31]([Cl:34])[CH:32]=[CH:33][C:28]=1[C:27]([N:10]([CH2:11][C:12]1[O:13][C:14]([C:17]2[CH:22]=[CH:21][CH:20]=[C:19]([C:23]([F:24])([F:25])[F:26])[CH:18]=2)=[CH:15][CH:16]=1)[C:9]1[CH:8]=[C:7]([C:37]2[CH:38]=[CH:39][CH:40]=[CH:41][CH:42]=2)[S:6][C:5]=1[C:3]([OH:4])=[O:2])=[O:36] |f:1.2|. Reported procedure: 3-{(2,4-Dichloro-benzoyl)-[5-(3-trifluoromethyl-phenyl)-furan-2-ylmethyl]-amino}-5-phenyl-thiophene-2-carboxylic acid methyl ester (62 mg, 0.098 mmol) was dissolved in THF (5 mL) and water (2 mL). A solution of lithium hydroxide (13 mg, 3 eq. in 2 mL of water) was added dropwise. After first few drop, a pink color appeared and disappeared. Mixture was stirred for 5 hrs and acidified with 1N HCl-solution. The product was extracted into ethyl acetate, washed once with water, dried over magnesium s... The reactants are CC1=C(C(NC(=C1)C)=O)C(=O)OCC (ethyl 4,6-dimethyl-2-oxo-1,2-dihydropyridine-3-carboxylate), FC1=CC=C(C=C1)B(O)O (4-fluorophenylboronic acid), cupric acetate, N1=CC=CC=C1 (pyridine). Product: FC1=CC=C(C=C1)N1C(C(=C(C=C1C)C)C(=O)OCC)=O (Ethyl 1-(4-fluorophenyl)-4,6-dimethyl-2-oxo-1,2-dihydropyridine-3-carboxylate). Reported procedure: A suspension of ethyl 4,6-dimethyl-2-oxo-1,2-dihydropyridine-3-carboxylate (5.0 g, 0.025 mol), 4-fluorophenylboronic acid (10.7 g, 0.077 mol), cupric acetate (1.33 g, 0.007 mol), pyridine (6.86 mL), and 4 A molecular sieves (5.0 g) in 1,4-dioxane (80 mL) is heated at 80° C. for 68 hours. The solids are filtered off and the filtrate is concentrated. The residue is partitioned with EtOAc (50 mL) and 2N HCl (70 mL). The precipitated solid is collected by filtration and washed with EtOAc to give the... Reaction conditions: temperature 80 celsius. The solvent is O1CCOCC1 (1,4-dioxane). RXN SMILES: [CH3:1][C:2]1[CH:7]=[C:6]([CH3:8])[NH:5][C:4](=[O:9])[C:3]=1[C:10]([O:12][CH2:13][CH3:14])=[O:11].[F:15][C:16]1[CH:21]=[CH:20][C:19](B(O)O)=[CH:18][CH:17]=1.N1C=CC=CC=1>O1CCOCC1>[F:15][C:16]1[CH:21]=[CH:20][C:19]([N:5]2[C:6]([CH3:8])=[CH:7][C:2]([CH3:1])=[C:3]([C:10]([O:12][CH2:13][CH3:14])=[O:11])[C:4]2=[O:9])=[CH:18][CH:17]=1. The yield is 16.6%. Starting materials: CC1(OC(C2=C(O1)C=C(C=C2)NC(OCC2=CC=CC=C2)=O)=O)C (benzyl 2,2-dimethyl-4-oxo-4H-1,3-benzodioxin-7-ylcarbamate). The reagents and catalysts are [Pd] (Pd/C). Solvent: CO (methanol). Reaction conditions: time 24 hour. Product: NC=1C=CC2=C(OC(OC2=O)(C)C)C1 (7-amino-2,2-dimethyl-4H-1,3-benzodioxin-4-one). The yield is 77.5%. RXN SMILES: [CH3:1][C:2]1([CH3:24])[O:7][C:6]2[CH:8]=[C:9]([NH:12]C(=O)OCC3C=CC=CC=3)[CH:10]=[CH:11][C:5]=2[C:4](=[O:23])[O:3]1>CO.[Pd]>[NH2:12][C:9]1[CH:10]=[CH:11][C:5]2[C:4](=[O:23])[O:3][C:2]([CH3:1])([CH3:24])[O:7][C:6]=2[CH:8]=1. Procedure: To a solution of benzyl 2,2-dimethyl-4-oxo-4H-1,3-benzodioxin-7-ylcarbamate (3.5 g) in methanol (250 mL) was added Pd/C (350 mg) and hydrogenated under 2 Kg of pressure for 24 h. The reaction mixture was filtered through a bed of celite and concentrated to give the title compound (1.6 g). Reactants: ClC1=NC=CC(=N1)C=1C=C(CNCC2=NC=CC=C2)C=CC1 ([3-(2-Chloro-pyrimidin-4-yl)-benzyl]-pyridin-2-ylmethyl-amine), CS(=O)(=O)Cl (methanesulfonyl chloride), 389. The product is ClC1=NC=CC(=N1)C=1C=C(CN(S(=O)(=O)C)CC2=NC=CC=C2)C=CC1 (N-[3-(2-Chloro-pyrimidin-4-yl)-benzyl]-N-pyridin-2-ylmethyl-methanesulfonamide). As a reaction SMILES: [Cl:1][C:2]1[N:7]=[C:6]([C:8]2[CH:9]=[C:10]([CH:20]=[CH:21][CH:22]=2)[CH2:11][NH:12][CH2:13][C:14]2[CH:19]=[CH:18][CH:17]=[CH:16][N:15]=2)[CH:5]=[CH:4][N:3]=1.[CH3:23][S:24](Cl)(=[O:26])=[O:25]>>[Cl:1][C:2]1[N:7]=[C:6]([C:8]2[CH:9]=[C:10]([CH:20]=[CH:21][CH:22]=2)[CH2:11][N:12]([CH2:13][C:14]2[CH:19]=[CH:18][CH:17]=[CH:16][N:15]=2)[S:24]([CH3:23])(=[O:26])=[O:25])[CH:5]=[CH:4][N:3]=1. Reported procedure: Intermediate 10 was coupled with methanesulfonyl chloride following procedure D. LC-MS showed the product had the expected M+H+ of 389. The reactants are Clc1nnc(Cc2ccccc2)c2ccccc12, CN1CCCC1=O, O=[N+]([O-])c1ccc(C2CCNCC2)cc1, O. Product: O=[N+]([O-])c1ccc(C2CCN(c3nnc(Cc4ccccc4)c4ccccc34)CC2)cc1. As a reaction SMILES: [CH2:1]([c:2]1[cH:3][cH:4][cH:5][cH:6][cH:7]1)[c:8]1[n:9][n:10][c:11]([Cl:18])[c:12]2[cH:13][cH:14][cH:15][cH:16][c:17]12.[CH3:35][N:36]1[CH2:37][CH2:38][CH2:39][C:40]1=[O:41].[N+:19](=[O:20])([O-:21])[c:22]1[cH:23][cH:24][c:25]([CH:28]2[CH2:29][CH2:30][NH:31][CH2:32][CH2:33]2)[cH:26][cH:27]1.[OH2:34]>>[CH2:1]([c:2]1[cH:3][cH:4][cH:5][cH:6][cH:7]1)[c:8]1[n:9][n:10][c:11]([N:31]2[CH2:30][CH2:29][CH:28]([c:25]3[cH:24][cH:23][c:22]([N+:19](=[O:20])[O-:21])[cH:27][cH:26]3)[CH2:33][CH2:32]2)[c:12]2[cH:13][cH:14][cH:15][cH:16][c:17]12. Reactants: CNCC#N, CC(C)(C)OC(=O)N1CCNCC1, O=C(Cl)CCl. Yields the product CN(CC#N)C(=O)CN1CCNCC1. As a reaction SMILES: [C:19](#[N:20])[CH2:21][NH:22][CH3:23].[C:1]([O:2][C:6](=[O:3])[N:8]1[CH2:9][CH2:10][NH:11][CH2:12][CH2:13]1)([CH3:4])([CH3:5])[CH3:7].[Cl:14][CH2:15][C:16](=[O:17])[Cl:18]>>[CH2:6]([N:8]1[CH2:9][CH2:10][NH:11][CH2:12][CH2:13]1)[C:16](=[O:17])[N:22]([CH2:21][C:19]#[N:20])[CH3:23].